Dataset: the Open Reaction Database (ORD), a public repository of structured organic reaction records. Task: describe an organic reaction: reactants, conditions, products, and yield Reactants: BrC=1C=C2C(=CC1)OC=1C(=NC(=CC1[C@@]21N=C(OC1)N)Cl)F ((S)-7-bromo-3-chloro-1-fluoro-5′H-spiro[chromeno[2,3-c]pyridine-5,4′-oxazol]-2′-amine), FC=1C=C(C=NC1)B(O)O (5-fluoropyridin-3-ylboronic acid), Cl.FC1(CCNCC1)F (4,4-difluoropiperidine hydrochloride). Yields the product FC1(CCN(CC1)C1=CC2=C(C(=N1)F)OC1=CC=C(C=C1[C@]21N=C(OC1)N)C=1C=NC=C(C1)F)F ((S)-3-(4,4-difluoropiperidin-1-yl)-1-fluoro-7-(5-fluoropyridin-3-yl)-5′-H-spiro[chromeno[2,3-c]pyridine-5,4′-oxazol]-2′-amine). As a reaction SMILES: Br[C:2]1[CH:3]=[C:4]2[C@@:15]3([CH2:19][O:18][C:17]([NH2:20])=[N:16]3)[C:14]3[CH:13]=[C:12](Cl)[N:11]=[C:10]([F:22])[C:9]=3[O:8][C:5]2=[CH:6][CH:7]=1.[F:23][C:24]1[CH:25]=[C:26](B(O)O)[CH:27]=[N:28][CH:29]=1.Cl.[F:34][C:35]1([F:41])[CH2:40][CH2:39][NH:38][CH2:37][CH2:36]1>>[F:34][C:35]1([F:41])[CH2:40][CH2:39][N:38]([C:12]2[N:11]=[C:10]([F:22])[C:9]3[O:8][C:5]4[C:4]([C@@:15]5([CH2:19][O:18][C:17]([NH2:20])=[N:16]5)[C:14]=3[CH:13]=2)=[CH:3][C:2]([C:26]2[CH:27]=[N:28][CH:29]=[C:24]([F:23])[CH:25]=2)=[CH:7][CH:6]=4)[CH2:37][CH2:36]1 |f:2.3|. Procedure details: The title compound was synthesized by steps analogous to those described in method CC4 above, but using (S)-7-bromo-3-chloro-1-fluoro-5′H-spiro[chromeno[2,3-c]pyridine-5,4′-oxazol]-2′-amine (prepared as described in Method BB33), 5-fluoropyridin-3-ylboronic acid and 4,4-difluoropiperidine hydrochloride. Reactants: CCCCN(Cc1ccc(OCC(=O)OCC)c(C)c1)c1cccc(-c2ccc(C(F)(F)F)cc2)c1, CO, [Na+], C1CCOC1, [OH-]. The product is CCCCN(Cc1ccc(OCC(=O)O)c(C)c1)c1cccc(-c2ccc(C(F)(F)F)cc2)c1. As a reaction SMILES: [CH2:1]([CH2:2][CH2:3][CH3:4])[N:5]([c:6]1[cH:7][c:8](-[c:12]2[cH:13][cH:14][c:15]([C:18]([F:19])([F:20])[F:21])[cH:16][cH:17]2)[cH:9][cH:10][cH:11]1)[CH2:22][c:23]1[cH:24][c:25]([CH3:36])[c:26]([O:27][CH2:28][C:29](=[O:30])[O:31][CH2:32][CH3:33])[cH:34][cH:35]1.[CH3:39][OH:40].[Na+:38].[O:41]1[CH2:42][CH2:43][CH2:44][CH2:45]1.[OH-:37]>>[CH2:1]([CH2:2][CH2:3][CH3:4])[N:5]([c:6]1[cH:7][c:8](-[c:12]2[cH:13][cH:14][c:15]([C:18]([F:19])([F:20])[F:21])[cH:16][cH:17]2)[cH:9][cH:10][cH:11]1)[CH2:22][c:23]1[cH:24][c:25]([CH3:36])[c:26]([O:27][CH2:28][C:29](=[O:30])[OH:31])[cH:34][cH:35]1. The reactants are C(=C)C1=NC=CC=N1 (vinyl pyrimidine), CuF(PPh3)3 methanol, ClC1=NC=NC(=C1F)C=C (4-chloro-5-fluoro-6-vinylpyrimidine), ClCC(=O)C1=C(C=C(C=C1)F)F (2-chloro-1-(2,4-difluorophenyl)ethanone), C1(=CC=CC=C1)[SiH3] (phenyl silane). Reagents/catalysts: CN(C)[C@H](C1=CC(=CC=C1)P(C2=CC=CC=C2)C3=CC=CC=C3)[C]4[CH][CH][CH][C]4P(C5=CC=CC=C5)C6=CC=CC=C6.[CH]1[CH][CH][CH][CH]1.[Fe] ((RP)-1-[(R)-α-(dimethylamino)-2-(diphenylphosphino)benzyl]-2-diphenylphosphinoferrocene). Run in O1CCCC1 (tetrahydrofuran), O1CCCC1 (tetrahydrofuran). Run at temperature 20 celsius, time 30 minute. Yields the product ClC[C@]([C@@H](C)C1=NC=NC(=C1F)Cl)(O)C1=C(C=C(C=C1)F)F ((2R,3S)-1-chloro-3-(6-chloro-5-fluoropyrimidin-4-yl)-2-(2,4-difluorophenyl)butan-2-ol). Isolated yield 148.0%. As a reaction SMILES: C1([SiH3])C=CC=CC=1.[Cl:8][C:9]1[C:14]([F:15])=[C:13]([CH:16]=[CH2:17])[N:12]=[CH:11][N:10]=1.[Cl:18][CH2:19][C:20]([C:22]1[CH:27]=[CH:26][C:25]([F:28])=[CH:24][C:23]=1[F:29])=[O:21].C(C1N=CC=CN=1)=C>O1CCCC1.CN([C@@H]([C]1[C](P(C2C=CC=CC=2)C2C=CC=CC=2)[CH][CH][CH]1)C1C=CC=C(P(C2C=CC=CC=2)C2C=CC=CC=2)C=1)C.[CH]1[CH][CH][CH][CH]1.[Fe]>[Cl:18][CH2:19][C@@:20]([C:22]1[CH:27]=[CH:26][C:25]([F:28])=[CH:24][C:23]=1[F:29])([OH:21])[C@H:16]([C:13]1[C:14]([F:15])=[C:9]([Cl:8])[N:10]=[CH:11][N:12]=1)[CH3:17] |f:5.6.7,^1:45,46,60,61,62,83,84,85,86,87|. Procedure details: To CuF(PPh3)3 methanol solvate (0.0094 g) and (RP)-1-[(R)-α-(dimethylamino)-2-(diphenylphosphino)benzyl]-2-diphenylphosphinoferrocene (0.0068 g) under argon was added tetrahydrofuran (1 mL). The mixture was stirred at 20° C. (under argon) for 30 minutes until all solids were dissolved. The solution was then cooled to −20° C. and phenyl silane (0.027 g) was added. After 10 minutes, a solution of 4-chloro-5-fluoro-6-vinylpyrimidine (0.180 g) and 2-chloro-1-(2,4-difluorophenyl)ethanone (0.095 g) in... As a reaction SMILES: [CH2:1]([O:5][C:6]1[CH:11]=[C:10]([NH:12][CH2:13][CH3:14])[N:9]=[CH:8][N:7]=1)[C:2]#[C:3][CH3:4].Br[CH2:16][C:17]#CC.[H-].[Na+].CN(C)C=O.O1CC[CH2:29][CH2:28]1>>[CH2:1]([O:5][C:6]1[CH:11]=[C:10]([N:12]([CH2:28][CH3:29])[CH2:13][C:14]#[C:16][CH3:17])[N:9]=[CH:8][N:7]=1)[C:2]#[C:3][CH3:4] |f:2.3|. Conditions: time 7 hour. The reactants are CN(C=O)C (N,N-dimethylformamide), ice water, C(C#CC)OC1=NC=NC(=C1)NCC (4-(2-butynyloxy)-6-(ethylamino)pyrimidine), BrCC#CC (1-bromo-2-butyne), O1CCCC1 (tetrahydrofuran), [H-].[Na+] (sodium hydride). Product: C(C#CC)OC1=NC=NC(=C1)N(CC#CC)CC (4-(2-butynyloxy)-6-(N-ethyl-N-(2-butynyl)amino)pyrimidine). Procedure: In 5 ml of tetrahydrofuran were dissolved 153 mg of 4-(2-butynyloxy)-6-(ethylamino)pyrimidine and 117 mg of 1-bromo-2-butyne, to which 40 mg of sodium hydride (60% in oil) was added, followed by stirring at room temperature for 7 hours. Then, 2 ml of N,N-dimethylformamide was further added, and the mixture was stirred at room temperature for 3 hours. Then, ice water was added to the reaction mixture, which was extracted with ethyl acetate. The organic layer was washed twice with an aqueous sodiu... Starting materials: [OH-].[K+] (potassium hydroxide), O (water), ClC1=C(C(=CC(=C1)Cl)Cl)N1N=C(C(C1=O)C1=NNC=C1)NC(C)=O (1-(2,4,6-trichlorophenyl)-3-acetylamino-4-pyrazolyl-5-oxo-2-pyrazoline), Cl (hydrochloric acid). The solvent is CO (methanol), C(C)O (ethanol). Run at temperature 10 celsius, time 1 hour. Product: NC1=NN(C(C1C1=NNC=C1)=O)C1=C(C=C(C=C1Cl)Cl)Cl (3-amino-1-(2,4,6-trichlorophenyl)-4-pyrazolyl-5-oxo-2-pyrazoline). Yield: 78.4%. As a reaction SMILES: [Cl:1][C:2]1[CH:7]=[C:6]([Cl:8])[CH:5]=[C:4]([Cl:9])[C:3]=1[N:10]1[C:14](=[O:15])[CH:13]([C:16]2[CH:20]=[CH:19][NH:18][N:17]=2)[C:12]([NH:21]C(=O)C)=[N:11]1.Cl.[OH-].[K+].O>C(O)C.CO>[NH2:21][C:12]1[CH:13]([C:16]2[CH:20]=[CH:19][NH:18][N:17]=2)[C:14](=[O:15])[N:10]([C:3]2[C:4]([Cl:9])=[CH:5][C:6]([Cl:8])=[CH:7][C:2]=2[Cl:1])[N:11]=1 |f:2.3|. Reported procedure: Next, 31 g (0.08 mol) of the 1-(2,4,6-trichlorophenyl)-3-acetylamino-4-pyrazolyl-5-oxo-2-pyrazoline in 600 ml of ethanol was heated under reflux while 55 ml of concentrated hydrochloric acid was added. Then, after 1 hour, the reaction mixture was cooled to about 10° C. and neutralized with a solution containing 39 g of potassium hydroxide in 400 ml of methanol. The resulting solution was added to 2.5 l of water to obtain 21.6 g (78%) of 3-amino-1-(2,4,6-trichlorophenyl)-4-pyrazolyl-5-oxo-2-pyraz... Starting materials: CC(=O)O[BH-](OC(C)=O)OC(C)=O, ClCCl, CC(=O)O, CNCCCN1CC(c2ccnc3ccc(OC)cc23)OC1=O, [Na+], O, O=Cc1cc2ccccc2[nH]1. Yields the product COc1ccc2nccc(C3CN(CCCN(C)Cc4cc5ccccc5[nH]4)C(=O)O3)c2c1. RXN SMILES: [C:39]([O:40][BH-:41]([O:42][C:43](=[O:44])[CH3:45])[O:46][C:47](=[O:48])[CH3:49])(=[O:50])[CH3:51].[CH2:53]([Cl:54])[Cl:55].[CH3:1][C:2](=[O:3])[OH:4].[CH3:5][O:6][c:7]1[cH:8][c:9]2[c:10]([CH:17]3[CH2:18][N:19]([CH2:23][CH2:24][CH2:25][NH:26][CH3:27])[C:20](=[O:22])[O:21]3)[cH:11][cH:12][n:13][c:14]2[cH:15][cH:16]1.[Na+:52].[OH2:56].[nH:28]1[c:29]([CH:37]=[O:38])[cH:30][c:31]2[cH:32][cH:33][cH:34][cH:35][c:36]12>>[CH3:5][O:6][c:7]1[cH:8][c:9]2[c:10]([CH:17]3[CH2:18][N:19]([CH2:23][CH2:24][CH2:25][N:26]([CH3:27])[CH2:37][c:29]4[nH:28][c:36]5[c:31]([cH:30]4)[cH:32][cH:33][cH:34][cH:35]5)[C:20](=[O:22])[O:21]3)[cH:11][cH:12][n:13][c:14]2[cH:15][cH:16]1. Starting materials: C(C)OC=C(CCCC1=CC=C(C=C1)OC)C#N (1-ethoxy-2-cyano-5-(4-methoxyphenyl)-1-pentene), NN1CN=C(C(=C1)CCCC1=CC=C(C=C1)OC)N (1,4-diamino-5-[3-(4-methoxyphenyl)propyl]pyrimidine), Cl.NC(=N)N (guanidine hydrochloride), C([O-])([O-])=O.[K+].[K+] (potassium carbonate). Run in CN(C=O)C (N,N-dimethylformamide). Product: NC1=NC=C(C(=N1)N)CCCC1=CC=C(C=C1)OC (2,4-diamino-5-[3-(4-methoxyphenyl)-propyl]pyrimidine). RXN SMILES: C(O[CH:4]=[C:5]([C:17]#[N:18])[CH2:6][CH2:7][CH2:8][C:9]1[CH:14]=[CH:13][C:12]([O:15][CH3:16])=[CH:11][CH:10]=1)C.Cl.[NH2:20][C:21]([NH2:23])=[NH:22].C(=O)([O-])[O-].[K+].[K+].NN1C=C(CCCC2C=CC(OC)=CC=2)C(N)=NC1>CN(C)C=O>[NH2:22][C:21]1[N:23]=[C:17]([NH2:18])[C:5]([CH2:6][CH2:7][CH2:8][C:9]2[CH:10]=[CH:11][C:12]([O:15][CH3:16])=[CH:13][CH:14]=2)=[CH:4][N:20]=1 |f:1.2,3.4.5|. Procedure: This compound was prepared in a manner analogous to that of Example 2, Step E, using 0.8 gram (0.003 mole) of 1-ethoxy-2-cyano-5-(4-methoxyphenyl)-1-pentene, 1.3 grams (0.012 mole) of guanidine hydrochloride, and 2.7 grams (0.018 mole) of potassium carbonate in 15 mL of N,N-dimethylformamide. The yield of 1,4-diamino-5-[3-(4-methoxyphenyl)propyl]pyrimidine was 0.5 gram, mp 151°-154° C. The NMR spectrum was consistent with the proposed structure. Starting materials: FC1=C(C(=O)O)C=C(C=C1)OC1=NC=CC=C1C1=CN=CO1 (2-fluoro-5-(3-(oxazol-5-yl)pyridin-2-yloxy)benzoic acid), C(C(=O)Cl)(=O)Cl (oxalyl chloride). The reagents and catalysts are CN(C)C=O (DMF). Run in C(Cl)Cl (CH2Cl2). Reaction conditions: time 15 hour. Yields the product FC1=C(C(=O)Cl)C=C(C=C1)OC1=NC=CC=C1C1=CN=CO1 (2-fluoro-5-(3-(oxazol-5-yl)pyridin-2-yloxy)benzoyl chloride). Reaction SMILES: [F:1][C:2]1[CH:10]=[CH:9][C:8]([O:11][C:12]2[C:17]([C:18]3[O:22][CH:21]=[N:20][CH:19]=3)=[CH:16][CH:15]=[CH:14][N:13]=2)=[CH:7][C:3]=1[C:4](O)=[O:5].C(Cl)(=O)C([Cl:26])=O>C(Cl)Cl.CN(C=O)C>[F:1][C:2]1[CH:10]=[CH:9][C:8]([O:11][C:12]2[C:17]([C:18]3[O:22][CH:21]=[N:20][CH:19]=3)=[CH:16][CH:15]=[CH:14][N:13]=2)=[CH:7][C:3]=1[C:4]([Cl:26])=[O:5]. Procedure details: To 2-fluoro-5-(3-(oxazol-5-yl)pyridin-2-yloxy)benzoic acid (196 mg, 0.653 mmol) in CH2Cl2 (6.0 mL) was added oxalyl chloride (0.28 mL, 3.3 mmol) followed by DMF (2 drops). The mixture was stirred under nitrogen at rt for 15 hours. The reaction was concentrated to yield 2-fluoro-5-(3-(oxazol-5-yl)pyridin-2-yloxy)benzoyl chloride, which was used without further purification.